From a dataset of the Open Reaction Database (ORD), a public repository of structured organic reaction records. describe an organic reaction: reactants, conditions, products, and yield The reactants are ClC=1C=C2C(=C(C(=NC2=CC1)C)C)N1C=CC2=C(C=C(C=C12)C=1C=NNC1)OC (6-chloro-4-(4-methoxy-6-(1H-pyrazol-4-yl)-1H-indol-1-yl)-2,3-dimethylquinoline), B(Br)(Br)Br (BBr3), [OH-].[Na+] (NaOH), ice water. The solvent is C(Cl)Cl (DCM), C(Cl)Cl (DCM). Run at temperature 0 celsius, time 1 hour. The product is ClC=1C=C2C(=C(C(=NC2=CC1)C)C)N1C=CC=2C(=CC(=CC12)C=1C=NNC1)O (1-(6-chloro-2,3-dimethyl-4-quinolinyl)-6-(1H-pyrazol-4-yl)-1H-indol-4-ol). RXN SMILES: [Cl:1][C:2]1[CH:3]=[C:4]2[C:9](=[CH:10][CH:11]=1)[N:8]=[C:7]([CH3:12])[C:6]([CH3:13])=[C:5]2[N:14]1[C:22]2[C:17](=[C:18]([O:28]C)[CH:19]=[C:20]([C:23]3[CH:24]=[N:25][NH:26][CH:27]=3)[CH:21]=2)[CH:16]=[CH:15]1.B(Br)(Br)Br.[OH-].[Na+]>C(Cl)Cl>[Cl:1][C:2]1[CH:3]=[C:4]2[C:9](=[CH:10][CH:11]=1)[N:8]=[C:7]([CH3:12])[C:6]([CH3:13])=[C:5]2[N:14]1[C:22]2[CH:21]=[C:20]([C:23]3[CH:27]=[N:26][NH:25][CH:24]=3)[CH:19]=[C:18]([OH:28])[C:17]=2[CH:16]=[CH:15]1 |f:2.3|. Reported procedure: To a solution of 6-chloro-4-(4-methoxy-6-(1H-pyrazol-4-yl)-1H-indol-1-yl)-2,3-dimethylquinoline (0.1059 g, 0.272 mmol) in DCM (2.7 mL) in ice bath was added 1M BBr3 in DCM (0.82 mL, 0.815 mmol) dropwise. The mixture was stirred at 0° C. for 1 h and at rt. After 26 h, to the mixture was added ice water and the mixture was neutralized with 10N NaOH to pH 9.0. The resulting solid was filtered to give a brown solid. The brown solid was purified by column chromatography on a silica gel column using 0...